From a dataset of the Open Reaction Database (ORD), a public repository of structured organic reaction records. describe an organic reaction: reactants, conditions, products, and yield Reactants: C(CCC)[Li] (n-butyllithium), C(CCC)[Li] (n-butyllithium), C(C)(C)NC(C)C (diisopropylamine), O1CCCC1 (tetrahydrofuran), [Cl-].[Cl-].C=1(C(=CC=CC1)C)C (o-xylene dichloride), O1CCCC1 (tetrahydrofuran), Cl (hydrochloric acid), 0C, C(C)(C)[N-]C(C)C.[Li+] (lithiumdiisopropylamide), O1CCCC1 (tetrahydrofuran). Run in CCCCCC (hexane), CCCCCC (hexane). Run at temperature 0 celsius, time 1 hour. Product: C1(C=CC2=CC=CC=C12)CCC1C=CC2=CC=CC=C12 (1,2-bis(indenyl)ethane). As a reaction SMILES: [CH2:1]([Li])[CH2:2][CH2:3][CH3:4].[Cl-].[Cl-].[C:8]1([CH3:15])[C:9]([CH3:14])=[CH:10][CH:11]=[CH:12][CH:13]=1.C([N-][CH:20]([CH3:22])[CH3:21])(C)C.[Li+].[CH:24](NC(C)C)(C)C.Cl.O1[CH2:36][CH2:35][CH2:34][CH2:33]1>CCCCCC>[CH:14]1([CH2:4][CH2:3][CH:2]2[C:1]3[C:35](=[CH:36][CH:22]=[CH:20][CH:21]=3)[CH:34]=[CH:33]2)[C:9]2[C:8](=[CH:13][CH:12]=[CH:11][CH:10]=2)[CH:15]=[CH:24]1 |f:1.2.3,4.5|. Procedure details: 1,4-bis(phenylsulfonyl)butane (16.9 g, 50.0 mmol) obtained in the above-mentioned (1) was dissolved in tetrahydrofuran (500 ml). After cooling to 0° C., 128 ml (n-butyllithium: 205 mmol) of a hexane solution having an n-butyllithium concentration of 1.6 mol/l was added. After 1 hour, a tetrahydrofuran solution (500 mol) of o-xylene dichloride (17.9 g, 102 mmol) was added to the solution which was being vigorously stirred, followed by stirring at room temperature for 2 hours. Next, the solution w... The reactants are O=C(n1ccnc1)n1ccnc1, ClCCl, CCOC(C)=O, O=C(O)CC1CCCC1, COC(=O)c1ccc(Cn2ccc3ccc(N)cc32)c(OC)c1. The product is COC(=O)c1ccc(Cn2ccc3ccc(NC(=O)CC4CCCC4)cc32)c(OC)c1. As a reaction SMILES: [C:10]([n:11]1[cH:12][cH:13][n:14][cH:15]1)([n:16]1[cH:17][cH:18][n:19][cH:20]1)=[O:21].[CH2:45]([Cl:46])[Cl:47].[CH3:48][CH2:49][O:50][C:51](=[O:52])[CH3:53].[CH:1]1([CH2:6][C:7](=[O:8])[OH:9])[CH2:2][CH2:3][CH2:4][CH2:5]1.[NH2:22][c:23]1[cH:24][cH:25][c:26]2[cH:27][cH:28][n:29]([CH2:32][c:33]3[c:34]([O:43][CH3:44])[cH:35][c:36]([C:37](=[O:38])[O:39][CH3:40])[cH:41][cH:42]3)[c:30]2[cH:31]1>>[CH:1]1([CH2:6][C:7](=[O:9])[NH:22][c:23]2[cH:24][cH:25][c:26]3[cH:27][cH:28][n:29]([CH2:32][c:33]4[c:34]([O:43][CH3:44])[cH:35][c:36]([C:37](=[O:38])[O:39][CH3:40])[cH:41][cH:42]4)[c:30]3[cH:31]2)[CH2:2][CH2:3][CH2:4][CH2:5]1. The reactants are CO.O.C(=O)(C(F)(F)F)O (MeOH water TFA), IC=1C=NC=CC1 (3-Iodopyridine), N[C@H](C(C)C)C(=O)O (D-valine), CN(C)CCO (dimethylaminoethanol), [O-]P(=O)([O-])[O-].[K+].[K+].[K+] (potassium phosphate tribasic). Reagents/catalysts: [Cu]I (copper(I) iodide). Run in O (water). Yields the product CC([C@H](C(=O)O)NC=1C=NC=CC1)C ((R)-3-Methyl-2-(pyridine-3-ylamino)butanoic acid). RXN SMILES: I[C:2]1[CH:3]=[N:4][CH:5]=[CH:6][CH:7]=1.[NH2:8][C@@H:9]([C:13]([OH:15])=[O:14])[CH:10]([CH3:12])[CH3:11].CN(CCO)C.[O-]P([O-])([O-])=O.[K+].[K+].[K+].CO.O.C(O)(C(F)(F)F)=O>[Cu]I.O>[CH3:11][CH:10]([CH3:12])[C@@H:9]([NH:8][C:2]1[CH:3]=[N:4][CH:5]=[CH:6][CH:7]=1)[C:13]([OH:15])=[O:14] |f:3.4.5.6,7.8.9|. Reported procedure: 3-Iodopyridine (525 mg, 2.58 mmol), D-valine (250 mg, 2.13 mmol), copper(I) iodide (40.6 mg, 0.213 mmol), dimethylaminoethanol (400 mg, 4.49 mmol), potassium phosphate tribasic (1359 mg, 6.40 mmol), and water (2 mL) was stirred at 80° C. overnight. The reaction was washed with EtOAc, then the aqueous portion was concentrated. The residue was slurried with MeOH and the MeOH portion was concentrated. The product was isolated using preparative reverse phase HPLC (MeOH/water/TFA) and used in next st... Reactants: CC(C=CC1=C(C)CCCC1(C)C)=CC=CC(C)=CC(=O)O, CC(C=CC1=C(C)CCCC1(C)C)=CC=CC(C)=CCO, NC(CO)(CO)CO, OC(CS)C(O)CS. Yields the product CC(C=CC1=C(C)CCCC1(C)C)=CC=CC(C)=CCO. RXN SMILES: [CH3:1][C:2]([CH:3]=[CH:4][C:5]1=[C:6]([CH3:7])[CH2:8][CH2:9][CH2:10][C:11]1([CH3:12])[CH3:13])=[CH:14][CH:15]=[CH:16][C:17]([CH3:18])=[CH:19][C:20]([OH:21])=[O:22].[CH3:31][C:32](=[CH:33][CH2:34][OH:35])[CH:36]=[CH:37][CH:38]=[C:39]([CH:40]=[CH:41][C:42]1=[C:49]([CH3:50])[CH2:48][CH2:47][CH2:46][C:43]1([CH3:44])[CH3:45])[CH3:51].[NH2:23][C:24]([CH2:25][OH:26])([CH2:27][OH:28])[CH2:29][OH:30].[SH:52][CH2:53][CH:54]([OH:55])[CH:56]([OH:57])[CH2:58][SH:59]>>[CH3:1][C:2]([CH:3]=[CH:4][C:5]1=[C:6]([CH3:7])[CH2:8][CH2:9][CH2:10][C:11]1([CH3:12])[CH3:13])=[CH:14][CH:15]=[CH:16][C:17]([CH3:18])=[CH:19][CH2:20][OH:21]. Reactants: OC1(CCNCC1)C1=CC=CC=C1 (4-hydroxy-4-phenylpiperdine), CCOCC.CCCCCC.C(C)O (ether hexane ethanol), Cl.OC1(CCN(CC1)C(C1=CC(=C(C=C1)Cl)Cl)C#N)C1=CC=CC=C1 (α-(4-Hydroxy-4-phenylpiperidino)-3,4-dichlorobenzyl cyanide hydrochloride salt), C[Si](C)(C)C#N (Trimethylsilylcyanide), ClC=1C=C(C=O)C=CC1Cl (3,4-dichlorobenzaldehyde), Cl (hydrochloric acid). Reagents/catalysts: [I-].[Zn+2].[I-] (zinc iodide). Run in CO (methanol), ClCCl (dichloromethane), CCOCC (ether). Conditions: temperature 23 celsius, time 20 minute. Yields the product Cl.ClC=1C=C(C=CC1Cl)C(CN(C(CC1=C(C=CC=C1)OC)=O)C)N1CCC(CC1)(C1=CC=CC=C1)O (N-[2-(3,4-Dichlorophenyl)-2-(4-hydroxy-4-phenylpiperidino)ethyl]-N-methyl-2-methoxyphenylacetamide hydrochloride salt). Reaction SMILES: Cl.[OH:2][C:3]1([C:20]2[CH:25]=[CH:24][CH:23]=[CH:22][CH:21]=2)[CH2:8][CH2:7][N:6]([CH:9]([C:18]#[N:19])[C:10]2[CH:15]=[CH:14][C:13]([Cl:16])=[C:12]([Cl:17])[CH:11]=2)[CH2:5][CH2:4]1.C[Si](C#N)(C)C.Cl[C:33]1[CH:34]=[C:35](C=[CH:39][C:40]=1Cl)[CH:36]=[O:37].O[C:43]1(C2C=CC=CC=2)CCNCC1.Cl.C[CH2:57][O:58][CH2:59][CH3:60].CCCCCC.C(O)C>ClCCl.CO.[I-].[Zn+2].[I-].CCOCC>[ClH:16].[Cl:17][C:12]1[CH:11]=[C:10]([CH:9]([N:6]2[CH2:5][CH2:4][C:3]([OH:2])([C:20]3[CH:25]=[CH:24][CH:23]=[CH:22][CH:21]=3)[CH2:8][CH2:7]2)[CH2:18][N:19]([CH3:43])[C:36](=[O:37])[CH2:35][C:34]2[CH:33]=[CH:40][CH:39]=[CH:60][C:59]=2[O:58][CH3:57])[CH:15]=[CH:14][C:13]=1[Cl:16] |f:0.1,6.7.8,11.12.13,15.16|. Reported procedure: α-(4-Hydroxy-4-phenylpiperidino)-3,4-dichlorobenzyl cyanide hydrochloride salt. Trimethylsilylcyanide (2.02 g) and catalytic zinc iodide were added to a solution of 3,4-dichlorobenzaldehyde (2.86 g) in dichloromethane (45 mL) at 23° C. The reaction was stirred at 23° C. for 20 minutes and treated with a solution of 4-hydroxy-4-phenylpiperdine (2.89 g) in methanol (20 mL). The reaction was refluxed for 2.5 hours and stirred 18 hours at 23° C. The reaction was cooled in an ice bath and treated wit... Starting materials: O=C([O-])[O-], CS(C)=O, COc1cc2nccc(Cl)c2cc1OC, Cl, [Cs+], [Cs+], O, O=C(O)c1cc2cc(O)ccc2o1. The product is COc1cc2nccc(Oc3ccc4oc(C(=O)O)cc4c3)c2cc1OC. Reaction SMILES: [C:14](=[O:15])([O-:16])[O-:17].[CH3:36][S:37]([CH3:38])=[O:39].[Cl:20][c:21]1[cH:22][cH:23][n:24][c:25]2[cH:26][c:27]([O:33][CH3:34])[c:28]([O:31][CH3:32])[cH:29][c:30]12.[ClH:35].[Cs+:18].[Cs+:19].[OH2:40].[OH:1][c:2]1[cH:3][cH:4][c:5]2[c:6]([cH:7][c:8]([C:10](=[O:11])[OH:12])[o:9]2)[cH:13]1>>[O:1]([c:2]1[cH:3][cH:4][c:5]2[c:6]([cH:7][c:8]([C:10](=[O:11])[OH:12])[o:9]2)[cH:13]1)[c:21]1[cH:22][cH:23][n:24][c:25]2[cH:26][c:27]([O:33][CH3:34])[c:28]([O:31][CH3:32])[cH:29][c:30]12. Starting materials: [BH4-], CCO, CC1(C)C(=O)c2ccccc2C1(F)F, [Na+]. Product: CC1(C)C(O)c2ccccc2C1(F)F. Reaction SMILES: [BH4-:15].[CH3:17][CH2:18][OH:19].[F:1][C:2]1([F:14])[C:3]([CH3:12])([CH3:13])[C:4](=[O:11])[c:5]2[cH:6][cH:7][cH:8][cH:9][c:10]21.[Na+:16]>>[F:1][C:2]1([F:14])[C:3]([CH3:12])([CH3:13])[CH:4]([OH:11])[c:5]2[cH:6][cH:7][cH:8][cH:9][c:10]21.